Dataset: the Open Reaction Database (ORD), a public repository of structured organic reaction records. Task: describe an organic reaction: reactants, conditions, products, and yield Reactants: C1(NC([C@@H]2CC=CC[C@H]12)=O)=O ((3aR,7aS)-3a,4,7,7a-tetrahydro-1H-isoindole-1,3(2H)-dione). Reagents/catalysts: [Pd] (Pd/C). Solvent: CO (MeOH). Product: C1(NC(C2CCCCC12)=O)=O (Hexahydro-1H-isoindole-1,3(2H)-dione). Isolated yield 85.4%. Reaction SMILES: [C:1]1(=[O:11])[C@@H:9]2[C@@H:4]([CH2:5][CH:6]=[CH:7][CH2:8]2)[C:3](=[O:10])[NH:2]1>CO.[Pd]>[C:1]1(=[O:11])[CH:9]2[CH:4]([CH2:5][CH2:6][CH2:7][CH2:8]2)[C:3](=[O:10])[NH:2]1. Procedure details: A solution of (3aR,7aS)-3a,4,7,7a-tetrahydro-1H-isoindole-1,3(2H)-dione (3.0 g, 19.9 mmol) and 10% Pd/C (300 mg) in MeOH (100 mL) was shaken in an H2 atmosphere (300 psi) in a Parr apparatus for 24 h. The reaction mixture was filtrated and the liquids concentrated to dryness, affording the title compound (2.6 g, 16.99 mmol), that was sued without any further purification, as a white powder.